This data is from the Open Reaction Database (ORD), a public repository of structured organic reaction records. The task is: describe an organic reaction: reactants, conditions, products, and yield Starting materials: Cl (HCl), C(#N)C1=C(OCC2CCN(CC2)C(=O)OC(C)(C)C)C=CC(=C1)B1OC(C(O1)(C)C)(C)C (tert-butyl 4-[2-cyano-4-(4,4,5,5-tetramethyl-1,3,2-dioxaborolan-2-yl)phenoxymethyl]piperidine-1-carboxylate). The solvent is O1CCOCC1 (dioxane), O1CCOCC1 (1,4-dioxane). Reaction conditions: time 16 hour. Yields the product N1CCC(CC1)COC1=C(C#N)C=C(C=C1)B1OC(C(O1)(C)C)(C)C (2-(piperidin-4-ylmethoxy)-5-(4,4,5,5-tetramethyl-1,3,2-dioxaborolan-2-yl)benzonitrile). Reaction SMILES: Cl.[C:2]([C:4]1[CH:24]=[C:23]([B:25]2[O:29][C:28]([CH3:31])([CH3:30])[C:27]([CH3:33])([CH3:32])[O:26]2)[CH:22]=[CH:21][C:5]=1[O:6][CH2:7][CH:8]1[CH2:13][CH2:12][N:11](C(OC(C)(C)C)=O)[CH2:10][CH2:9]1)#[N:3]>O1CCOCC1>[NH:11]1[CH2:12][CH2:13][CH:8]([CH2:7][O:6][C:5]2[CH:21]=[CH:22][C:23]([B:25]3[O:29][C:28]([CH3:31])([CH3:30])[C:27]([CH3:33])([CH3:32])[O:26]3)=[CH:24][C:4]=2[C:2]#[N:3])[CH2:9][CH2:10]1. Procedure details: HCl in dioxane (50 ml) is added to a solution of tert-butyl 4-[2-cyano-4-(4,4,5,5-tetramethyl-1,3,2-dioxaborolan-2-yl)phenoxymethyl]piperidine-1-carboxylate (6.0 g, 0.0135 mol) in 1,4-dioxane (50 ml), and the mixture is stirred at room temperature for 16 h. The mixture is evaporated in a rotary evaporator and employed in the next step without purification. Starting materials: C[Si](N1C=NC=C1)(C)C (N-trimethylsilylimidazole), BrC=1C=C(C=CC1)C(C(C)(C)C)O (1-(3-bromo-phenyl)-2,2-dimethyl-propan-1-ol). The solvent is O1CCCC1 (tetrahydrofuran). Run at time 8 hour. Product: BrC=1C=C(C=CC1)C(C(C)(C)C)O[Si](C)(C)C ([1-(3-bromo-phenyl)-2,2-dimethyl-propoxy]-trimethyl-silane). The yield is 64.0%. RXN SMILES: [CH3:1][Si:2]([CH3:9])([CH3:8])N1C=CN=C1.[Br:10][C:11]1[CH:12]=[C:13]([CH:17]([OH:22])[C:18]([CH3:21])([CH3:20])[CH3:19])[CH:14]=[CH:15][CH:16]=1>O1CCCC1>[Br:10][C:11]1[CH:12]=[C:13]([CH:17]([O:22][Si:2]([CH3:1])([CH3:8])[CH3:9])[C:18]([CH3:20])([CH3:19])[CH3:21])[CH:14]=[CH:15][CH:16]=1. Procedure details: N-trimethylsilylimidazole (9.5 mL, 64.86 mol) was added to a solution of the crude 1-(3-bromo-phenyl)-2,2-dimethyl-propan-1-ol in tetrahydrofuran (100 mL) in a nitrogen atmosphere at room temperature, and the mixture was stirred overnight. The reaction mixture was poured into distilled water, followed by extraction with dichloromethane. The extract was washed with brine and dried over anhydrous magnesium sulfate, and the solvent was distilled off under reduced pressure. The residue was subjected... RXN SMILES: [CH:1]1([O:5][CH2:6][C:7]2[C:15]3[C:14](=[O:16])[N:13]([CH2:17][O:18][CH2:19][CH2:20][Si:21]([CH3:24])([CH3:23])[CH3:22])[N:12]=[CH:11][C:10]=3[N:9](COCC[Si](C)(C)C)[C:8]=2[C:33]2[CH:38]=[CH:37][C:36]([O:39][CH:40]([F:42])[F:41])=[C:35]([O:43][CH:44]3[CH2:46][CH2:45]3)[CH:34]=2)[CH2:4][CH2:3][CH2:2]1.C1(OC2C=C(C3N(COCC[Si](C)(C)C)C4C=NN(COCC[Si](C)(C)C)C(=O)C=4C=3C)C=CC=2OC(F)F)CC1>>[CH:1]1([O:5][CH2:6][C:7]2[C:15]3[C:14](=[O:16])[N:13]([CH2:17][O:18][CH2:19][CH2:20][Si:21]([CH3:24])([CH3:22])[CH3:23])[N:12]=[CH:11][C:10]=3[NH:9][C:8]=2[C:33]2[CH:38]=[CH:37][C:36]([O:39][CH:40]([F:41])[F:42])=[C:35]([O:43][CH:44]3[CH2:46][CH2:45]3)[CH:34]=2)[CH2:4][CH2:3][CH2:2]1. Yields the product C1(CCC1)OCC1=C(NC=2C=NN(C(C21)=O)COCC[Si](C)(C)C)C2=CC(=C(C=C2)OC(F)F)OC2CC2 (3-Cyclobutoxymethyl-2-(3-cyclopropoxy-4-difluoromethoxyphenyl)-5-(2-trimethylsilylethoxymethyl)-1,5-dihydropyrrolo[2,3-d]pyridazin-4-one). Reported procedure: Reaction and post treatment were carried out in the same manner as in Example 4-(b) except for using 479 mg (0.696 mmol) of 3-cyclobutoxymethyl-2-(3-cyclopropoxy-4-difluoromethoxyphenyl)-1,5-bis(2-trimethylsilylethoxymethyl)-1,5-dihydropyrrolo[2,3-d]pyridazin-4-one obtained in Example 13-(a) in place of 2-(3-cyclopropoxy-4-difluoromethoxyphenyl)-3-methyl-1,5-bis(2-trimethylsilylethoxymethyl)-1,5-dihydropyrrolo[2,3-d]pyridazin-4-one, whereby 369 mg of the title compound was obtained as a white fo... Starting materials: C1(CCC1)OCC1=C(N(C=2C=NN(C(C21)=O)COCC[Si](C)(C)C)COCC[Si](C)(C)C)C2=CC(=C(C=C2)OC(F)F)OC2CC2 (3-cyclobutoxymethyl-2-(3-cyclopropoxy-4-difluoromethoxyphenyl)-1,5-bis(2-trimethylsilylethoxymethyl)-1,5-dihydropyrrolo[2,3-d]pyridazin-4-one), C1(CC1)OC=1C=C(C=CC1OC(F)F)C1=C(C2=C(C=NN(C2=O)COCC[Si](C)(C)C)N1COCC[Si](C)(C)C)C (2-(3-cyclopropoxy-4-difluoromethoxyphenyl)-3-methyl-1,5-bis(2-trimethylsilylethoxymethyl)-1,5-dihydropyrrolo[2,3-d]pyridazin-4-one). Yield: 96.8%. Starting materials: COC(=O)CC(N)c1ccccc1, ClCCl, Cl, O=Cc1ccccc1C=O. Product: COC(=O)CC(c1ccccc1)N1Cc2ccccc2C1=O. As a reaction SMILES: [CH3:2][O:3][C:4]([CH2:5][CH:6]([c:7]1[cH:8][cH:9][cH:10][cH:11][cH:12]1)[NH2:13])=[O:14].[Cl:25][CH2:26][Cl:27].[ClH:1].[c:15]1([CH:23]=[O:24])[c:16]([CH:21]=[O:22])[cH:17][cH:18][cH:19][cH:20]1>>[CH3:2][O:3][C:4]([CH2:5][CH:6]([c:7]1[cH:8][cH:9][cH:10][cH:11][cH:12]1)[N:13]1[C:21](=[O:22])[c:16]2[c:15]([cH:20][cH:19][cH:18][cH:17]2)[CH2:23]1)=[O:14]. Reactants: C1(CC1)N1N=CC(=C1C(F)(F)F)CC#N ((1-Cyclopropyl-5-trifluoromethyl-1H-pyrazol-4-yl)-acetonitrile), [OH-].[Na+] (NaOH), CCO (EtOH). Run at temperature 60 celsius. Yields the product C1(CC1)N1N=CC(=C1C(F)(F)F)CC(=O)O ((1-Cyclopropyl-5-trifluoromethyl-1H-pyrazol-4-yl)-acetic acid). Isolated yield 85.0%. RXN SMILES: [CH:1]1([N:4]2[C:8]([C:9]([F:12])([F:11])[F:10])=[C:7](CC#N)[CH:6]=[N:5]2)[CH2:3][CH2:2]1.[OH-:16].[Na+].[CH3:18][CH2:19][OH:20]>>[CH:1]1([N:4]2[C:8]([C:9]([F:12])([F:11])[F:10])=[C:7]([CH2:18][C:19]([OH:16])=[O:20])[CH:6]=[N:5]2)[CH2:3][CH2:2]1 |f:1.2|. Procedure: To a solution of (1-Cyclopropyl-5-trifluoromethyl-1H-pyrazol-4-yl)-acetonitrile (Preparation 98, 700 mg, 3.25 mmol) in EtOH (15 mL) was added aqueous 1N NaOH (15 mL). The resulting solution was heated at 60° C. for 16 hours. The mixture was concentrated in vacuo and the residue was dissolved in water (10 mL) and washed with EtOAc. The aqueous layer was acidified to pH5 using 1N HCl and extracted with 10% IPA in DCM (4×30 mL). The organic layer was dried (Na2SO4) and evaporated in vacuo to afford... Reactants: NC[C@@H](C)O ((R)-1-amino-2-propanol), C1(=CC=CC=C1)C (toluene), O=CCC1OC2=CC=CC=C2C(C1)=O ((RS)-2-(2-oxoethyl)-4-chromanone), O (water), C1(=CC=CC=C1)C (toluene). Reagents/catalysts: C1(=CC=C(C=C1)S(=O)(=O)O)C (p-toluenesulfonic acid). Run at time 35 minute. The product is N1(C2=C(C=C1)COC1=C2C=CC=C1)C[C@@H](C)O ((R)-1-(1,4-dihydro-[1]benzopyrano[4,3-b]pyrrol-1-yl)-propan-2-ol). Yield: 83.0%. Reaction SMILES: O=CC[CH:4]1[CH2:13][C:12](=O)[C:11]2[C:6](=[CH:7][CH:8]=[CH:9][CH:10]=2)[O:5]1.O.[NH2:16][CH2:17][C@H:18]([OH:20])[CH3:19].[C:21]1(C)C=CC=C[CH:22]=1>C1(C)C=CC(S(O)(=O)=O)=CC=1>[N:16]1([CH2:17][C@H:18]([OH:20])[CH3:19])[CH:22]=[CH:21][C:13]2[CH2:4][O:5][C:6]3[CH:7]=[CH:8][CH:9]=[CH:10][C:11]=3[C:12]1=2. Reported procedure: A solution of 1.9 g of (RS)-2-(2-oxoethyl)-4-chromanone and 80 mg of p-toluenesulfonic acid in 70 ml of anhydrous toluene was heated on a water separator. A solution of 3.0 g of (R)-1-amino-2-propanol in 20 ml of anhydrous toluene was added dropwise to the boiling solution over a period of 5 minutes. Subsequently, the mixture was boiled for an additional 35 minutes, during which the solvent was reduced to a volume of 20 ml. The cooled reaction mixture was purified by column chromatography on sil... Reactants: FC(CCC(CC(C(CC1=CC=CC=C1)NC(=O)C1=NC2=CC=CC=C2N=C1)OC(C)=O)C(N)=S)(C)C (acetic acid 6-fluoro-6-methyl-1-{2-phenyl-1-[(quinoxaline-2-carbonyl)-amino]-ethyl}-3-thiocarbamoyl-heptyl ester), C([O-])([O-])=O.[K+].[K+] (potassium carbonate). The solvent is CO (methanol). Reaction conditions: time 5 hour. Product: C(C1=CC=CC=C1)C(C(CC(CCC(C)(C)F)C(N)=S)O)NC(=O)C1=NC2=CC=CC=C2N=C1 (Quinoxaline-2-carboxylic acid (1-benzyl-7-fluoro-2-hvdroxy-7-methyl-4-thiocarbamoyl-octyl)-amide). Reaction SMILES: [F:1][C:2]([CH3:37])([CH3:36])[CH2:3][CH2:4][CH:5]([C:33](=[S:35])[NH2:34])[CH2:6][CH:7]([O:29]C(=O)C)[CH:8]([NH:16][C:17]([C:19]1[CH:28]=[N:27][C:26]2[C:21](=[CH:22][CH:23]=[CH:24][CH:25]=2)[N:20]=1)=[O:18])[CH2:9][C:10]1[CH:15]=[CH:14][CH:13]=[CH:12][CH:11]=1.C(=O)([O-])[O-].[K+].[K+]>CO>[CH2:9]([CH:8]([NH:16][C:17]([C:19]1[CH:28]=[N:27][C:26]2[C:21](=[CH:22][CH:23]=[CH:24][CH:25]=2)[N:20]=1)=[O:18])[CH:7]([OH:29])[CH2:6][CH:5]([C:33](=[S:35])[NH2:34])[CH2:4][CH2:3][C:2]([F:1])([CH3:37])[CH3:36])[C:10]1[CH:15]=[CH:14][CH:13]=[CH:12][CH:11]=1 |f:1.2.3|. Procedure details: To a solution of 1.0 equivalents of acetic acid 6-fluoro-6-methyl-1-{2-phenyl-1-[(quinoxaline-2-carbonyl)-amino]-ethyl}-3-thiocarbamoyl-heptyl ester in methanol is added 2.0 equivalents of potassium carbonate, stirred for approximately 5 hours, and concentrated. The crude product is dissolved in ethyl acetate and water. The organic layer is then washed with saturated aqueous sodium chloride, dried over sodium sulfate, filtered and concentrated. Chromatography on silica gel gives the title compou... The reactants are BrC=1C=C(N)C=C(C1)[N+](=O)[O-] (3-Bromo-5-nitroaniline), C(C)(=O)Cl (acetyl chloride), N1=CC=CC=C1 (pyridine). Solvent: ClCCl (dichloromethane), O (water), ClCCl (dichloromethane). Reaction conditions: temperature 0 celsius, time 1 hour. Yields the product BrC=1C=C(C=C(C1)[N+](=O)[O-])NC(C)=O (N-(3-bromo-5-nitrophenyl)acetamide), powder. The yield is 101.0%. As a reaction SMILES: [Br:1][C:2]1[CH:3]=[C:4]([CH:6]=[C:7]([N+:9]([O-:11])=[O:10])[CH:8]=1)[NH2:5].N1C=CC=CC=1.[C:18](Cl)(=[O:20])[CH3:19]>ClCCl.O>[Br:1][C:2]1[CH:3]=[C:4]([NH:5][C:18](=[O:20])[CH3:19])[CH:6]=[C:7]([N+:9]([O-:11])=[O:10])[CH:8]=1. Procedure details: 3-Bromo-5-nitroaniline (6.45 g, 29.7 mmol) was dissolved in dichloromethane (149 mL) and pyridine (2.88 mL, 35.7 mmol). The solution was cooled to 0° C. and then, acetyl chloride (2.325 mL, 32.7 mmol) was added dropwise. The reaction mixture was stirred at 0° C. for 1 hour. The reaction was diluted with water and dichloromethane and the organic phase was dried over sodium sulfate and was concentrated to dryness. N-(3-bromo-5-nitrophenyl)acetamide was isolated as a beige powder (7.86 g, 30 mmol, ...